From a dataset of the Open Reaction Database (ORD), a public repository of structured organic reaction records. describe an organic reaction: reactants, conditions, products, and yield The reactants are [Cl-].[Al+3].[Cl-].[Cl-] (aluminium chloride), ice, ClCCC(=O)Cl (3-chloropropionyl chloride), ClC=1C=CC2=C(NC(N2)=O)C1 (6-chloro-2,3-dihydrobenzimidazol-2-one). The solvent is CN(C)C=O (DMF). Yields the product ClCCC(=O)C1=CC2=C(NC(N2)=O)C=C1Cl (5-(3-Chloro-1-oxopropyl)-6-chloro-2,3-dihydrobenzimidazol-2-one). RXN SMILES: [Cl-].[Al+3].[Cl-].[Cl-].[Cl:5][CH2:6][CH2:7][C:8](Cl)=[O:9].[Cl:11][C:12]1[CH:13]=[CH:14][C:15]2[NH:19][C:18](=[O:20])[NH:17][C:16]=2[CH:21]=1>CN(C=O)C>[Cl:5][CH2:6][CH2:7][C:8]([C:13]1[C:12]([Cl:11])=[CH:21][C:16]2[NH:17][C:18](=[O:20])[NH:19][C:15]=2[CH:14]=1)=[O:9] |f:0.1.2.3|. Reported procedure: 44.68 g of aluminium chloride (0.335 mol) are initially introduced into a reaction flask. 4.9 ml of DMF are slowly added dropwise with stirring, the temperature rising to approximately 56° C. 6.9 ml of 3-chloropropionyl chloride (0.072 mol) are added to this mixture. 8.07 g of 6-chloro-2,3-dihydrobenzimidazol-2-one (0.048 mol) are then slowly added in portions and the mixture is stirred at 80° C. for one hour. After completion of the reaction the reaction mixture obtained is stirred into 400 g o...